Dataset: the Open Reaction Database (ORD), a public repository of structured organic reaction records. Task: describe an organic reaction: reactants, conditions, products, and yield Product: BrC=1C(=C(C=C(C1)Cl)NC(OC(C)(C)C)=O)F (Tert-butyl 3-bromo-5-chloro-2-fluorophenylcarbamate). Starting materials: BrC=1C(=C(C(=O)O)C=C(C1)Cl)F (3-bromo-5-chloro-2-fluorobenzoic acid), C1(=CC=CC=C1)P(=O)(C1=CC=CC=C1)N=[N+]=[N-] (diphenylphosphoryl azide), CCN(C(C)C)C(C)C (DIPEA), C(C)(C)(C)O.C1(=CC=CC=C1)C (t-butanol toluene). Reaction SMILES: [Br:1][C:2]1[C:3]([F:12])=[C:4]([CH:8]=[C:9]([Cl:11])[CH:10]=1)C(O)=O.C1(P(N=[N+]=[N-])(C2C=CC=CC=2)=[O:20])C=CC=CC=1.CC[N:32]([CH:36](C)C)C(C)C.[C:39]([OH:43])([CH3:42])([CH3:41])[CH3:40].C1(C)C=CC=CC=1>>[Br:1][C:2]1[C:3]([F:12])=[C:4]([NH:32][C:36](=[O:20])[O:43][C:39]([CH3:42])([CH3:41])[CH3:40])[CH:8]=[C:9]([Cl:11])[CH:10]=1 |f:3.4|. Procedure: A solution of crude Intermediate 3-bromo-5-chloro-2-fluorobenzoic acid (2.03 g, 8 mmol), diphenylphosphoryl azide (2.07 mL, 9.6 mmol, 1.2 eq), and DIPEA (1.67 mL, 9.6 mmol, 1.2 eq) in 1:1 t-butanol/toluene (25 ml) was heated at 110° C. for 36 h. The mixture was concentrated, then partitioned between ethyl acetate and water. The organic layer was washed with brine, and was then dried over sodium sulfate, filtered, and concentrated. The crude product was purified by silica gel chromatography (30:1... Reactants: solution, salt, CC(C(=O)OCC)=CC1=CC=C(C=C1)C (ethyl 2-methyl-3-(4-methylphenyl)-2-propenoate), solution, dihydrobis(2-methoxyethoxy) sodium aluminate. Solvent: C1(=CC=CC=C1)C (toluene), C1(=CC=CC=C1)C (toluene), C1(=CC=CC=C1)C (toluene). Run at temperature 3.5 celsius, time 1 hour. The product is CC(CO)=CC1=CC=C(C=C1)C (2-methyl-3-(4-methylphenyl)-2-propen-1-ol). Isolated yield 95.0%. As a reaction SMILES: [CH3:1][C:2](=[CH:8][C:9]1[CH:14]=[CH:13][C:12]([CH3:15])=[CH:11][CH:10]=1)[C:3](OCC)=[O:4]>C1(C)C=CC=CC=1>[CH3:1][C:2](=[CH:8][C:9]1[CH:10]=[CH:11][C:12]([CH3:15])=[CH:13][CH:14]=1)[CH2:3][OH:4]. Procedure details: To a solution of ethyl 2-methyl-3-(4-methylphenyl)-2-propenoate (1002 g) in toluene (5371 ml) was added dropwise a 70% solution of dihydrobis(2-methoxyethoxy) sodium aluminate in toluene (2152 g) at 10° C. or below. The solution was stirred at 2 to 5° C. for 1 hr, a 10% solution of Rochel's salt (5968 ml) was added dropwise thereto at 20° C. or below and the solution was stirred at room temperature for 30 min. The toluene layer was fractionated, and washed with a 10% solution of Rochel's salt (2... The reactants are BrC1=CC(=C(C=C1)C=1NC(C2=C(N1)C(=NN2C2CCCCC2)C)=O)OCC (4-Bromo-2-ethoxyphenyl-1-cyclohexyl-3-methyl-1,6-dihydro-7H-pyrazolo[4,3-d]pyrimidin-7-one), COCCN (methoxyethylamine). Yields the product C1(CCCCC1)N1N=C(C=2N=C(NC(C21)=O)C2=C(C=C(C=C2)NCCOC)OCC)C (1-Cyclohexyl-5-{2-ethoxy-4-[(2-methoxyethyl)amino]phenyl}-3-methyl-1,6-dihydro-7H-pyrazolo[4,3-d]pyrimidin-7-one). Yield: 37.0%. As a reaction SMILES: Br[C:2]1[CH:7]=[CH:6][C:5]([C:8]2[NH:9][C:10](=[O:24])[C:11]3[N:16]([CH:17]4[CH2:22][CH2:21][CH2:20][CH2:19][CH2:18]4)[N:15]=[C:14]([CH3:23])[C:12]=3[N:13]=2)=[C:4]([O:25][CH2:26][CH3:27])[CH:3]=1.[CH3:28][O:29][CH2:30][CH2:31][NH2:32]>>[CH:17]1([N:16]2[C:11]3[C:10](=[O:24])[NH:9][C:8]([C:5]4[CH:6]=[CH:7][C:2]([NH:32][CH2:31][CH2:30][O:29][CH3:28])=[CH:3][C:4]=4[O:25][CH2:26][CH3:27])=[N:13][C:12]=3[C:14]([CH3:23])=[N:15]2)[CH2:22][CH2:21][CH2:20][CH2:19][CH2:18]1. Procedure: The same reaction procedure as in Example 16 was performed, except that the compound obtained in Example 116 was used in place of the compound obtained in Example 15, and methoxyethylamine was used in place of N-methylpiperazine. In this manner, 55 mg (37%) of the captioned compound was obtained. Starting materials: CC(C)(C)C(=O)Cl, CCCOC1CC(C)(C)[NH+]([O-])C(C)(C)C1, Cc1ccccc1, O, [Pt]. The product is CCCOC1CC(C)(C)N(OC(=O)C(C)(C)C)C(C)(C)C1. RXN SMILES: [C:16]([C:17]([CH3:18])([CH3:19])[CH3:20])(=[O:21])[Cl:22].[CH2:1]([CH2:2][CH3:3])[O:4][CH:5]1[CH2:6][C:7]([CH3:14])([CH3:15])[NH+:8]([O-:13])[C:9]([CH3:11])([CH3:12])[CH2:10]1.[CH3:23][c:24]1[cH:25][cH:26][cH:27][cH:28][cH:29]1.[OH2:30].[Pt:31]>>[CH2:1]([CH2:2][CH3:3])[O:4][CH:5]1[CH2:6][C:7]([CH3:14])([CH3:15])[N:8]([O:13][C:16]([C:17]([CH3:18])([CH3:19])[CH3:20])=[O:21])[C:9]([CH3:11])([CH3:12])[CH2:10]1. Reactants: CCc1ccc(Cc2ccccc2C(=O)O)cc1, O, O=S(=O)(O)O. Product: CCc1ccc2c(c1)C(=O)c1ccccc1C2. RXN SMILES: [CH2:1]([CH3:2])[c:3]1[cH:4][cH:5][c:6]([CH2:7][c:8]2[c:9]([C:10](=[O:11])[OH:12])[cH:13][cH:14][cH:15][cH:16]2)[cH:17][cH:18]1.[OH2:24].[S:19](=[O:20])(=[O:21])([OH:22])[OH:23]>>[CH2:1]([CH3:2])[c:3]1[cH:4][cH:5][c:6]2[c:17]([cH:18]1)[C:10](=[O:12])[c:9]1[c:8]([cH:16][cH:15][cH:14][cH:13]1)[CH2:7]2. Starting materials: C(C)OC(=O)C=1N=COC1C1=CC(=CC=C1)C(=O)Cl (5-(3-chlorocarbonyl-phenyl)-oxazole-4-carboxylic acid ethyl ester), C(C=C)OC(C1=CC(C(=O)O)=CC=C1)=O (isophthalic acid monoallyl ester), S(=O)(Cl)Cl (thionyl chloride), CN(C)C=O (DMF). Solvent: C1(=CC=CC=C1)C (toluene). Run at temperature 90 celsius. The product is C(C)OC(=O)C=1N=COC1C1=CC(=CC=C1)C(CC(=O)O)=O (5-(3-carboxyacetyl-phenyl)-oxazole-4-carboxylic acid ethyl ester), C(C=C)OC(C1=CC(=CC=C1)C(=O)Cl)=O (3-chlorocarbonyl-benzoic acid allyl ester). Reaction SMILES: [CH2:1]([O:3][C:4]([C:6]1[N:7]=[CH:8][O:9][C:10]=1[C:11]1[CH:16]=[CH:15][CH:14]=[C:13]([C:17]([Cl:19])=[O:18])[CH:12]=1)=[O:5])[CH3:2].[CH2:20]([O:23][C:24](=[O:34])[C:25]1[CH:33]=[CH:32][CH:31]=[C:27]([C:28](O)=[O:29])[CH:26]=1)[CH:21]=[CH2:22].S(Cl)(Cl)=O.CN(C=O)C>C1(C)C=CC=CC=1>[CH2:1]([O:3][C:4]([C:6]1[N:7]=[CH:8][O:9][C:10]=1[C:11]1[CH:16]=[CH:15][CH:14]=[C:13]([C:17](=[O:18])[CH2:25][C:24]([OH:34])=[O:23])[CH:12]=1)=[O:5])[CH3:2].[CH2:20]([O:23][C:24](=[O:34])[C:25]1[CH:33]=[CH:32][CH:31]=[C:27]([C:28]([Cl:19])=[O:29])[CH:26]=1)[CH:21]=[CH2:22]. Reported procedure: The 5-(3-carboxyacetyl-phenyl)-oxazole-4-carboxylic acid ethyl ester was prepared from 5-(3-chlorocarbonyl-phenyl)-oxazole-4-carboxylic acid ethyl ester [prepared by the following sequence: i.) A mixture of isophthalic acid monoallyl ester (8.2 g), thionyl chloride (4.4 mL) and DMF (0.1 mL) in toluene (50 mL) was heated to 90° C. for 2 h. The mixture was evaporated in vacuum to give 3-chlorocarbonyl-benzoic acid allyl ester (9.0 g) as a light-yellow oil. ii.) To a solution of this material (9.0 ... Starting materials: COCCCCc1c(C(=O)N(CC(C)C)C2CN(C(=O)OC(C)(C)C)CC(C)(C(=O)[O-])C2)nnn1-c1ccccc1, CO, [Na+], [OH-]. The product is COCCCCc1c(C(=O)N(CC(C)C)C2CC(C(=O)O)CN(C(=O)OC(C)(C)C)C2)nnn1-c1ccccc1. RXN SMILES: [CH3:1][C:2]1([C:39](=[O:40])[O-:41])[CH2:3][N:4]([C:32](=[O:33])[O:34][C:35]([CH3:36])([CH3:37])[CH3:38])[CH2:5][CH:6]([N:8]([CH2:9][CH:10]([CH3:11])[CH3:12])[C:13](=[O:14])[c:15]2[n:16][n:17][n:18](-[c:26]3[cH:27][cH:28][cH:29][cH:30][cH:31]3)[c:19]2[CH2:20][CH2:21][CH2:22][CH2:23][O:24][CH3:25])[CH2:7]1.[CH3:44][OH:45].[Na+:43].[OH-:42]>>[CH:2]1([C:39](=[O:40])[OH:41])[CH2:3][N:4]([C:32](=[O:33])[O:34][C:35]([CH3:36])([CH3:37])[CH3:38])[CH2:5][CH:6]([N:8]([CH2:9][CH:10]([CH3:11])[CH3:12])[C:13](=[O:14])[c:15]2[n:16][n:17][n:18](-[c:26]3[cH:27][cH:28][cH:29][cH:30][cH:31]3)[c:19]2[CH2:20][CH2:21][CH2:22][CH2:23][O:24][CH3:25])[CH2:7]1. Starting materials: ClCC(=O)NC1=CC2=C(OCCO2)C=C1 (2-chloro-N-(2,3-dihydro-1,4-benzodioxin-6-yl)acetamide), C([O-])([O-])=O.[K+].[K+] (potassium carbonate), COCCN (2-methoxyethylamine), CN(C)C=O (DMF). The solvent is O (water). Reaction conditions: temperature 100 celsius, time 2 hour. The product is O1CCOC2=C1C=CC(=C2)NC(CNCCOC)=O (N-(2,3-dihydro-benzo[1,4]dioxin-6-yl)-2-(2-methoxy-ethylamino)-acetamide). The yield is 18.0%. RXN SMILES: Cl[CH2:2][C:3]([NH:5][C:6]1[CH:15]=[CH:14][C:9]2[O:10][CH2:11][CH2:12][O:13][C:8]=2[CH:7]=1)=[O:4].C(=O)([O-])[O-].[K+].[K+].[CH3:22][O:23][CH2:24][CH2:25][NH2:26].CN(C=O)C>O>[O:10]1[C:9]2[CH:14]=[CH:15][C:6]([NH:5][C:3](=[O:4])[CH2:2][NH:26][CH2:25][CH2:24][O:23][CH3:22])=[CH:7][C:8]=2[O:13][CH2:12][CH2:11]1 |f:1.2.3|. Reported procedure: A mixture of 2-chloro-N-(2,3-dihydro-1,4-benzodioxin-6-yl)acetamide (2 mmol), potassium carbonate (10 mmol), 2-methoxyethylamine (2 mmol) and anhydrous DMF (4 mL) was stirred for 2 hours at 100° C. (monitored by TLC). The mixture was cooled to room temperature, treated with cold water (30 mL). The precipitate was collected by filtration, washed with diethyl ether and dried to afford N-(2,3-dihydro-benzo[1,4]dioxin-6-yl)-2-(2-methoxy-ethylamino)-acetamide (Compound XIa, 96 mg, 36%). 1H NMR (300 M... Starting materials: COC([C@@H](NC(=O)C1(CCCC1)CCN)CC1=CC=C(C=C1)NC(=O)C1=C(C=CC=C1Cl)Cl)=O (4-[[(2,6-dichlorophenyl)carbonyl]amino]-N-[[1-(2-aminoethyl)cyclopentyl]-carbonyl]-L-phenylalanine methyl ester), COC1=CC=C(C(=O)Cl)C=C1 (4-methoxybenzoyl chloride), CCN(C(C)C)C(C)C (DIPEA). The solvent is ClCCl (dichloromethane), ClCCl (dichloromethane). Conditions: time 15 hour. Product: COC([C@@H](NC(=O)C1(CCCC1)CCNC(=O)C1=CC=C(C=C1)OC)CC1=CC=C(C=C1)NC(=O)C1=C(C=CC=C1Cl)Cl)=O (4-[[(2,6-Dichlorophenyl)Carbonyl]Amino]-N-[[1-[2-[[(4-Methoxyphenyl)Carbonyl]Amino]Ethyl]Cyclopentyl]Carbonyl]-L-Phenylalanine Methyl Ester). The yield is 78.1%. Reaction SMILES: [CH3:1][O:2][C:3](=[O:34])[C@H:4]([CH2:16][C:17]1[CH:22]=[CH:21][C:20]([NH:23][C:24]([C:26]2[C:31]([Cl:32])=[CH:30][CH:29]=[CH:28][C:27]=2[Cl:33])=[O:25])=[CH:19][CH:18]=1)[NH:5][C:6]([C:8]1([CH2:13][CH2:14][NH2:15])[CH2:12][CH2:11][CH2:10][CH2:9]1)=[O:7].[CH3:35][O:36][C:37]1[CH:45]=[CH:44][C:40]([C:41](Cl)=[O:42])=[CH:39][CH:38]=1.CCN(C(C)C)C(C)C>ClCCl>[CH3:1][O:2][C:3](=[O:34])[C@H:4]([CH2:16][C:17]1[CH:22]=[CH:21][C:20]([NH:23][C:24]([C:26]2[C:27]([Cl:33])=[CH:28][CH:29]=[CH:30][C:31]=2[Cl:32])=[O:25])=[CH:19][CH:18]=1)[NH:5][C:6]([C:8]1([CH2:13][CH2:14][NH:15][C:41]([C:40]2[CH:44]=[CH:45][C:37]([O:36][CH3:35])=[CH:38][CH:39]=2)=[O:42])[CH2:9][CH2:10][CH2:11][CH2:12]1)=[O:7]. Reported procedure: To a solution of 4-[[(2,6-dichlorophenyl)carbonyl]amino]-N-[[1-(2-aminoethyl)cyclopentyl]-carbonyl]-L-phenylalanine methyl ester (0.2 mmol, 101 mg) and 4-methoxybenzoyl chloride (0.25 mmol, 52.1 mg) in dichloromethane (1 mL) was added DIPEA (0.3 mmol, 38.7 mg) at room temperature. The reaction mixture was stirred for 15 h at room temperature and then diluted with 20 mL of dichloromethane. The dichloromethane layer was washed successively with water (20 mL) and brine solution (20 mL) and was drie...